This data is from the Open Reaction Database (ORD), a public repository of structured organic reaction records. The task is: describe an organic reaction: reactants, conditions, products, and yield Starting materials: NC1=CC(NN1C)=O (5-Amino-1-methyl-1,2-dihydropyrazol-3-one), BrC1=C(C=C(C=O)C=C1)Cl (4-bromo-3-chlorobenzaldehyde), C1(CC(CC1)=O)=O (1,3-cyclopentanedione). The product is BrC1=C(C=C(C=C1)C1C2=C(NC3=C1C(NN3C)=O)CCC2=O)Cl (4-(4-bromo-3-chlorophenyl)-1-methyl-1,2,4,6,7,8-hexahydrocyclopenta[b]pyrazolo[4,3-e]pyridine-3,5-dione). Yield: 67.6%. As a reaction SMILES: [NH2:1][C:2]1[N:6]([CH3:7])[NH:5][C:4](=[O:8])[CH:3]=1.[Br:9][C:10]1[CH:17]=[CH:16][C:13]([CH:14]=O)=[CH:12][C:11]=1[Cl:18].[C:19]1(=O)[CH2:23][CH2:22][C:21](=[O:24])[CH2:20]1>>[Br:9][C:10]1[CH:17]=[CH:16][C:13]([CH:14]2[C:3]3[C:4](=[O:8])[NH:5][N:6]([CH3:7])[C:2]=3[NH:1][C:19]3[CH2:23][CH2:22][C:21](=[O:24])[C:20]2=3)=[CH:12][C:11]=1[Cl:18]. Procedure: 5-Amino-1-methyl-1,2-dihydropyrazol-3-one (0.84 g, 0.75 mmol), 4-bromo-3-chlorobenzaldehyde (0.157 g, 0.75 mmol) from Example 40C, and 1,3-cyclopentanedione (0.074 g, 0.75 mmol) was processed as described in Example I to provide 0.20 g of the title compound. 1H NMR (DMSO-d6) δ 2.29 (t, 2H), 2.68 (m, 2H), 3.49 (s, 3H), 4.69 (s, 1H), 7.02 (dd, 1H), 7.33 (d, 1H), 7.6 (d, 1H), 9.55 (s, 1H), 10.41 (s,1H); MS (ESI−) m/z 394 (M−H)−; Starting materials: C[O-], O=C(Nc1ccc(C(F)(F)F)nc1Cl)c1ccccc1O, [Na+], O. The product is O=C1Nc2ccc(C(F)(F)F)nc2Oc2ccccc21. As a reaction SMILES: [CH3:22][O-:23].[Cl:1][c:2]1[n:3][c:4]([C:18]([F:19])([F:20])[F:21])[cH:5][cH:6][c:7]1[NH:8][C:9]([c:10]1[c:11]([OH:16])[cH:12][cH:13][cH:14][cH:15]1)=[O:17].[Na+:24].[OH2:25]>>[c:2]12[n:3][c:4]([C:18]([F:19])([F:20])[F:21])[cH:5][cH:6][c:7]1[NH:8][C:9](=[O:17])[c:10]1[c:11]([cH:12][cH:13][cH:14][cH:15]1)[O:16]2. Reactants: [Cl-].[NH4+] (ammonium chloride), ClC1=CC=C(C=N1)CNC(=O)C1=C(N=C2N1C=CC=C2OCC2CCCCC2)C (N-[(6-chloropyridin-3-yl)methyl]-8-(cyclohexylmethoxy)-2-methylimidazo[1,2-a]pyridine-3-carboxamide), N1CCC(CC1)C(=O)OCC (ethyl piperidine-4-carboxylate), CN1C(CCC1)=O (N-methyl-2-pyrrolidone), C([O-])([O-])=O.[K+].[K+] (potassium carbonate). Solvent: C(C)(=O)OCC (ethyl acetate). The product is C1(CCCCC1)COC=1C=2N(C=CC1)C(=C(N2)C)C(=O)NCC2=CC(=NC=C2)N2CCC(CC2)C(=O)O (1-{4-[({[8-(cyclohexylmethoxy)-2-methylimidazo[1,2-a]pyridin-3-yl]carbonyl}amino)methyl]pyridin-2-yl}piperidine-4-carboxylic acid). RXN SMILES: ClC1N=CC([CH2:8][NH:9][C:10]([C:12]2[N:16]3[CH:17]=[CH:18][CH:19]=[C:20]([O:21][CH2:22][CH:23]4[CH2:28][CH2:27][CH2:26][CH2:25][CH2:24]4)[C:15]3=[N:14][C:13]=2[CH3:29])=[O:11])=CC=1.[NH:30]1[CH2:35][CH2:34][CH:33]([C:36]([O:38]CC)=[O:37])[CH2:32][CH2:31]1.C(=O)([O-])[O-].[K+].[K+].[Cl-].[NH4+].[CH3:49][N:50]1[CH2:54][CH2:53][CH2:52][C:51]1=O>C(OCC)(=O)C>[CH:23]1([CH2:22][O:21][C:20]2[C:15]3[N:16]([C:12]([C:10]([NH:9][CH2:8][C:53]4[CH:54]=[CH:49][N:50]=[C:51]([N:30]5[CH2:31][CH2:32][CH:33]([C:36]([OH:38])=[O:37])[CH2:34][CH2:35]5)[CH:52]=4)=[O:11])=[C:13]([CH3:29])[N:14]=3)[CH:17]=[CH:18][CH:19]=2)[CH2:24][CH2:25][CH2:26][CH2:27][CH2:28]1 |f:2.3.4,5.6|. Procedure details: To a solution of 32 mg of N-[(6-chloropyridin-3-yl)methyl]-8-(cyclohexylmethoxy)-2-methylimidazo[1,2-a]pyridine-3-carboxamide in 0.6 ml of N-methyl-2-pyrrolidone was added 0.05 ml of ethyl piperidine-4-carboxylate to carry out a reaction at 150° C. for 30 minutes and further at 200° C. for 30 minutes under microwave irradiation. 24 mg of potassium carbonate was added thereto to carry out a reaction at 240° C. for 2 hours under microwave irradiation. To the reaction mixture were added a saturated... Starting materials: CN(C)C=O, CCOC(=O)C(C=C(Cl)CC)C(=O)OCC, [Na], O=[SH][O-]. Product: CCOC(=O)C(C=C(CC)S(C)(=O)=O)C(=O)OCC. As a reaction SMILES: [CH3:21][N:22]([CH3:23])[CH:24]=[O:25].[Cl:1][C:2](=[CH:3][CH:4]([C:5](=[O:6])[O:7][CH2:8][CH3:9])[C:10](=[O:11])[O:12][CH2:13][CH3:14])[CH2:15][CH3:16].[Na:17].[SH:18]([O-:19])=[O:20]>>[C:2](=[CH:3][CH:4]([C:5](=[O:6])[O:7][CH2:8][CH3:9])[C:10](=[O:11])[O:12][CH2:13][CH3:14])([CH2:15][CH3:16])[S:18](=[O:19])(=[O:20])[CH3:21]. Starting materials: C(#N)C=1C=C2CCCC(C2=CC1)NC(CC(C1=CC=CC=C1)NS(=O)(=O)C1=CC2=CC=CC=C2C=C1)=O (N-(6-cyano-1,2,3,4-tetrahydro-naphthalen-1-yl)-3-(naphthalen-2-yl-sulfonylamino)-3-phenyl-propionamide), Cl (HCl). The product is NCC=1C=C2CCCC(C2=CC1)NC(CC(C1=CC=CC=C1)NS(=O)(=O)C1=CC2=CC=CC=C2C=C1)=O (N-(6-Aminomethyl-1,2,3,4-tetrahydro-naphthalen-1-yl)-3-(naphthalen-2-yl-sulfonylamino)-3-phenyl-propionamide). Reaction SMILES: [C:1]([C:3]1[CH:4]=[C:5]2[C:10](=[CH:11][CH:12]=1)[CH:9]([NH:13][C:14](=[O:37])[CH2:15][CH:16]([NH:23][S:24]([C:27]1[CH:36]=[CH:35][C:34]3[C:29](=[CH:30][CH:31]=[CH:32][CH:33]=3)[CH:28]=1)(=[O:26])=[O:25])[C:17]1[CH:22]=[CH:21][CH:20]=[CH:19][CH:18]=1)[CH2:8][CH2:7][CH2:6]2)#[N:2].Cl>>[NH2:2][CH2:1][C:3]1[CH:4]=[C:5]2[C:10](=[CH:11][CH:12]=1)[CH:9]([NH:13][C:14](=[O:37])[CH2:15][CH:16]([NH:23][S:24]([C:27]1[CH:36]=[CH:35][C:34]3[C:29](=[CH:30][CH:31]=[CH:32][CH:33]=3)[CH:28]=1)(=[O:26])=[O:25])[C:17]1[CH:18]=[CH:19][CH:20]=[CH:21][CH:22]=1)[CH2:8][CH2:7][CH2:6]2. Procedure details: The title compound was prepared from N-(6-cyano-1,2,3,4-tetrahydro-naphthalen-1-yl)-3-(naphthalen-2-yl-sulfonylamino)-3-phenyl-propionamide (Example 8, Step F) by catalytic hydrogenation and HCl salt formation as described in Example 2. MS (+ESI m/z): 514 (M+H)+.